From a dataset of the Open Reaction Database (ORD), a public repository of structured organic reaction records. describe an organic reaction: reactants, conditions, products, and yield Starting materials: O1C(CCN2C(C3=CC=CC=C3C2=O)=O)C1 (2-(3,4-epoxybutyl)-isoindolin-1,3-dione), C(C1=CC=CC=C1)(C1=CC=CC=C1)N1CCNCC1 (benzhydrylpiperazine), C([O-])([O-])=O.[K+].[K+] (potassium carbonate). Solvent: CN(C)C=O (DMF). Yields the product C1(=CC=CC=C1)C(N1CCN(CC1)CC(CCN1C(C2=CC=CC=C2C1=O)=O)O)C1=CC=CC=C1 (2-(4-(4-diphenylmethyl-piperazin-1-yl)-3-hydroxy-butyl]isoindolin-1,3-dione). Reaction SMILES: [O:1]1[CH2:16][CH:2]1[CH2:3][CH2:4][N:5]1[C:13](=[O:14])[C:12]2[C:7](=[CH:8][CH:9]=[CH:10][CH:11]=2)[C:6]1=[O:15].[CH:17]([N:30]1[CH2:35][CH2:34][NH:33][CH2:32][CH2:31]1)([C:24]1[CH:29]=[CH:28][CH:27]=[CH:26][CH:25]=1)[C:18]1[CH:23]=[CH:22][CH:21]=[CH:20][CH:19]=1.C(=O)([O-])[O-].[K+].[K+]>CN(C=O)C>[C:24]1([CH:17]([C:18]2[CH:23]=[CH:22][CH:21]=[CH:20][CH:19]=2)[N:30]2[CH2:31][CH2:32][N:33]([CH2:16][CH:2]([OH:1])[CH2:3][CH2:4][N:5]3[C:13](=[O:14])[C:12]4[C:7](=[CH:8][CH:9]=[CH:10][CH:11]=4)[C:6]3=[O:15])[CH2:34][CH2:35]2)[CH:25]=[CH:26][CH:27]=[CH:28][CH:29]=1 |f:2.3.4|. Reported procedure: 5 g (˜25 mmol) 2-(3,4-epoxybutyl)-isoindolin-1,3-dione, 7.5 g (30 mmol) benzhydrylpiperazine and 3.5 g (25 mmol) potassium carbonate are stirred in DMF for 6 hours 80° C. After cooling, the reaction mixture is filtered and concentrated under vacuum. The residue is taken up in 300 ml acetic acid ethyl ester and washed three times each with 20 ml water. The organic phase is dried over sodium sulfate and the solvent is removed under vacuum. The residue is chromatographically purified over silica ge... Starting materials: COC1=CC=C(C2=C(C=CC=C12)C)C(=O)O (4-Methoxy-8-methyl-1-naphthoic acid), N1CCCC1 (pyrrolidine). Product: COC1=CC=C(C2=C(C=CC=C12)C)C(=O)N1CCCC1 ((4-Methoxy-8-methylnaphthalen-1-yl)(pyrrolidin-1-yl)methanone). RXN SMILES: [CH3:1][O:2][C:3]1[C:12]2[C:7](=[C:8]([CH3:13])[CH:9]=[CH:10][CH:11]=2)[C:6]([C:14]([OH:16])=O)=[CH:5][CH:4]=1.[NH:17]1[CH2:21][CH2:20][CH2:19][CH2:18]1>>[CH3:1][O:2][C:3]1[C:12]2[C:7](=[C:8]([CH3:13])[CH:9]=[CH:10][CH:11]=2)[C:6]([C:14]([N:17]2[CH2:21][CH2:20][CH2:19][CH2:18]2)=[O:16])=[CH:5][CH:4]=1. Reported procedure: 4-Methoxy-8-methyl-1-naphthoic acid (Step-5 of Intermediate-22) was reacted with pyrrolidine by following the similar procedure as described in Step-6 of Intermediate-22. Reactants: BrC1=C(C=CC=C1)OCC=CC(=O)OCC (ethyl 4-(2-bromophenyloxy)but-2-enoate), BrC1=C(C=CC=C1)S (2-bromothiophenol), BrC/C=C/C(=O)OCC (ethyl 4-bromocrotonate). Yields the product BrC1=C(C=CC=C1)SCC=CC(=O)OCC (ethyl 4-(2-bromophenylthio)but-2-enoate). Reaction SMILES: BrC1C=CC=CC=1O[CH2:9][CH:10]=[CH:11][C:12]([O:14][CH2:15][CH3:16])=[O:13].[Br:17][C:18]1[CH:23]=[CH:22][CH:21]=[CH:20][C:19]=1[SH:24].BrC/C=C/C(OCC)=O>>[Br:17][C:18]1[CH:23]=[CH:22][CH:21]=[CH:20][C:19]=1[S:24][CH2:9][CH:10]=[CH:11][C:12]([O:14][CH2:15][CH3:16])=[O:13]. Reported procedure: The title compound was prepared (26.1 g, 82%) in a manner analogous to the preparation of ethyl 4-(2-bromophenyloxy)but-2-enoate (Example 5) by the reaction of 2-bromothiophenol with ethyl 4-bromocrotonate. The reactants are CC(C)([O-])C.[K+] (potassium t-butoxide), C1(=CC=CC=C1)CC=NO (phenyl acetaldehyde oxime), CC(C)([O-])C.[K+] (potassium t-butoxide), ClCl (chlorine), ClC1(CC=CC=C1)CC=NO (1-chlorophenyl acetaldehyde oxime), Cl (hydrogen chloride). Solvent: C(C)(C)(C)O (t-butanol), C(Cl)(Cl)Cl (chloroform). Product: C(C)(C)(C)OC(CC1=CC=CC=C1)=NO (1-(t-butoxy)-2-phenyl acetaldehyde oxime). RXN SMILES: [C:1]1([CH2:7][CH:8]=[N:9][OH:10])[CH:6]=[CH:5][CH:4]=[CH:3][CH:2]=1.ClCl.ClC1(CC=NO)C=CC=CC1.[CH3:24][C:25]([CH3:28])([O-:27])[CH3:26].[K+].Cl>C(Cl)(Cl)Cl.C(O)(C)(C)C>[C:25]([O:27][C:8](=[N:9][OH:10])[CH2:7][C:1]1[CH:6]=[CH:5][CH:4]=[CH:3][CH:2]=1)([CH3:28])([CH3:26])[CH3:24] |f:3.4|. Procedure: Using the procedure of Example I, phenyl acetaldehyde oxime in chloroform is reacted with chlorine gas introduced at -5° to 0° C. To the resulting solution of 1-chlorophenyl acetaldehyde oxime is added dropwise with stirring a solution of potassium t-butoxide in t-butanol. The reaction is allowed to go to completion and any residual potassium t-butoxide is neutralized with hydrogen chloride gas. The precipitated potassium chloride is removed by filtration, and the filtrate concentrated under red... Reactants: ClC1=C(C=C(C(=C1)Cl)OC)NC1=C(C=NC2=CC(=C(C=C12)OC)OCCCN1CCN(CC1)C)C#N (4-[(2,4-Dichloro-5-methoxyphenyl)amino]-6-methoxy-7-[3-(4-methyl-1-piperazinyl)propoxy]-3-quinolinecarbonitrile), II. The solvent is O (water). The product is O.ClC1=C(C=C(C(=C1)Cl)OC)NC1=C(C=NC2=CC(=C(C=C12)OC)OCCCN1CCN(CC1)C)C#N (4-[(2,4-dichloro-5-methoxyphenyl)amino]-6-methoxy-7-[3-(4-methyl-1-piperazinyl)propoxy]-3-quinolinecarbonitrile monohydrate). RXN SMILES: [Cl:1][C:2]1[CH:7]=[C:6]([Cl:8])[C:5]([O:9][CH3:10])=[CH:4][C:3]=1[NH:11][C:12]1[C:21]2[C:16](=[CH:17][C:18]([O:24][CH2:25][CH2:26][CH2:27][N:28]3[CH2:33][CH2:32][N:31]([CH3:34])[CH2:30][CH2:29]3)=[C:19]([O:22][CH3:23])[CH:20]=2)[N:15]=[CH:14][C:13]=1[C:35]#[N:36]>O>[OH2:9].[Cl:1][C:2]1[CH:7]=[C:6]([Cl:8])[C:5]([O:9][CH3:10])=[CH:4][C:3]=1[NH:11][C:12]1[C:21]2[C:16](=[CH:17][C:18]([O:24][CH2:25][CH2:26][CH2:27][N:28]3[CH2:33][CH2:32][N:31]([CH3:34])[CH2:30][CH2:29]3)=[C:19]([O:22][CH3:23])[CH:20]=2)[N:15]=[CH:14][C:13]=1[C:35]#[N:36] |f:2.3|. Procedure: 4-[(2,4-Dichloro-5-methoxyphenyl)amino]-6-methoxy-7-[3-(4-methyl-1-piperazinyl)propoxy]-3-quinolinecarbonitrile, Form II (1.0 g) was refluxed for 16 hours with 30 ml of water. The mixture was cooled to room temperature and filtered. The cake was washed with 10 ml of water and vacuum dried at 45° C. to give 0.89 g of 4-[(2,4-dichloro-5-methoxyphenyl)amino]-6-methoxy-7-[3-(4-methyl-1-piperazinyl)propoxy]-3-quinolinecarbonitrile monohydrate, Form I by XRD scans. Starting materials: C(=O)(O)[O-].[Na+] (NaHCO3), C(C)(C)(C)OC(=O)N1[C@@H](CCC1)COC1=C(C=CC(=C1)[N+](=O)[O-])C(C(F)(F)F)(F)F ((S)-2-(5-nitro-2-pentafluoroethyl-phenoxymethyl)-pyrrolidine-1-carboxylic acid tert-butyl ester), [OH-].[Na+] (NaOH). Run in C(Cl)Cl (CH2Cl2), C(=O)(C(F)(F)F)O (TFA), C(Cl)Cl (CH2Cl2). Run at time 1 hour. Product: [N+](=O)([O-])C=1C=CC(=C(OC[C@H]2NCCC2)C1)C(C(F)(F)F)(F)F ((S)-2-(5-Nitro-2-pentafluoroethyl-phenoxymethyl)-pyrrolidine). Reaction SMILES: C(OC([N:8]1[CH2:12][CH2:11][CH2:10][C@H:9]1[CH2:13][O:14][C:15]1[CH:20]=[C:19]([N+:21]([O-:23])=[O:22])[CH:18]=[CH:17][C:16]=1[C:24]([F:30])([F:29])[C:25]([F:28])([F:27])[F:26])=O)(C)(C)C.C([O-])(O)=O.[Na+].[OH-].[Na+]>C(Cl)Cl.C(O)(C(F)(F)F)=O>[N+:21]([C:19]1[CH:18]=[CH:17][C:16]([C:24]([F:30])([F:29])[C:25]([F:26])([F:27])[F:28])=[C:15]([CH:20]=1)[O:14][CH2:13][C@@H:9]1[CH2:10][CH2:11][CH2:12][NH:8]1)([O-:23])=[O:22] |f:1.2,3.4|. Procedure: To a solution of (S)-2-(5-nitro-2-pentafluoroethyl-phenoxymethyl)-pyrrolidine-1-carboxylic acid tert-butyl ester in CH2Cl2 (5 mL), TFA (2.5 mL) was added and stirred at RT for 1 h. The mixture was diluted with CH2Cl2 (20 mL) and neutralized with sat NaHCO3 and then 2N NaOH. The mixture was transferred to a seperatory funnel and the layers separated. The aqueous layer was extracted with EtOAc and the combined organic layers were dried with MgSO4, filtered and concentrated in vacuo to yield the ti...